Dataset: the Open Reaction Database (ORD), a public repository of structured organic reaction records. Task: describe an organic reaction: reactants, conditions, products, and yield The reactants are Cl, CCOP(=O)(CCCN)c1ccccc1. The product is NCCCP(=O)(O)c1ccccc1. RXN SMILES: [ClH:16].[NH2:1][CH2:2][CH2:3][CH2:4][P:5]([O:6][CH2:7][CH3:8])(=[O:9])[c:10]1[cH:11][cH:12][cH:13][cH:14][cH:15]1>>[NH2:1][CH2:2][CH2:3][CH2:4][P:5](=[O:6])([OH:9])[c:10]1[cH:11][cH:12][cH:13][cH:14][cH:15]1. Reactants: C(=O)([O-])[O-].[Na+].[Na+] (Na2CO3), COC(C(C(C)C)NC(C(COC1=CC=C(C=C1)Br)NC(=O)OC(C)(C)C)=O)=O (2-[3-(4-Bromophenoxy)-2-tert-butoxycarbonylamino-propionylamino]-3-methyl-butyric acid methyl ester), C1(=CC=CC=C1)B(O)O (phenylboronic acid). Reagents/catalysts: Cl[Pd]([P](C1=CC=CC=C1)(C2=CC=CC=C2)C3=CC=CC=C3)([P](C4=CC=CC=C4)(C5=CC=CC=C5)C6=CC=CC=C6)Cl (Pd(PPh3)2Cl2). Run in C1(=CC=CC=C1)C (toluene), CCOC(=O)C (EtOAc). Run at time 5 hour. Yields the product COC(C(C(C)C)NC(C(COC1=CCC(C=C1)C1=CC=CC=C1)NC(=O)OC(C)(C)C)=O)=O (2-[2-tert-Butoxycarbonylamino-3-(4-phenyl-cyclohexa-1,5-dienyloxy)-propionylamino]-3-methylbutyric acid methyl ester). Yield: 63.6%. As a reaction SMILES: C([O-])([O-])=O.[Na+].[Na+].[CH3:7][O:8][C:9](=[O:35])[CH:10]([NH:14][C:15](=[O:34])[CH:16]([NH:26][C:27]([O:29][C:30]([CH3:33])([CH3:32])[CH3:31])=[O:28])[CH2:17][O:18][C:19]1[CH:24]=[CH:23][C:22](Br)=[CH:21][CH:20]=1)[CH:11]([CH3:13])[CH3:12].[C:36]1(B(O)O)[CH:41]=[CH:40][CH:39]=[CH:38][CH:37]=1>C1(C)C=CC=CC=1.CCOC(C)=O.Cl[Pd](Cl)([P](C1C=CC=CC=1)(C1C=CC=CC=1)C1C=CC=CC=1)[P](C1C=CC=CC=1)(C1C=CC=CC=1)C1C=CC=CC=1>[CH3:7][O:8][C:9](=[O:35])[CH:10]([NH:14][C:15](=[O:34])[CH:16]([NH:26][C:27]([O:29][C:30]([CH3:33])([CH3:32])[CH3:31])=[O:28])[CH2:17][O:18][C:19]1[CH:24]=[CH:23][CH:22]([C:36]2[CH:41]=[CH:40][CH:39]=[CH:38][CH:37]=2)[CH2:21][CH:20]=1)[CH:11]([CH3:13])[CH3:12] |f:0.1.2,^1:60,79|. Procedure details: A solution of 2 M Na2CO3 (4 mL) was added at room temperature under an atmosphere of Argon to a mixture of the compound obtained in Example 22, step f (401 mg, 0.848 mmol), Pd(PPh3)2Cl2 (154 mg, 0.22 mmol) and phenylboronic acid (145 mg, 1.1872 mmol) in toluene (10 mL) and the reaction was heated to reflux. After 5 h, the reaction was cooled to room temperature. The mixture was diluted with EtOAc, and washed with brine. The combined organic layers were dried over anhydrous NaSO4 and concentrated... The reactants are C1=CC=CC=C1 (benzene), C1(CCCCCC1)C1=NN=C(S1)N=C=O (5-cycloheptyl-1,3,4-thiadiazol-2-yl isocyanate), dimethyl acetal, CC(C=O)N (2-methyl-aminoacetaldehyde), C1=CC=CC=C1 (benzene). The product is dimethyl acetal, CN(C(=O)NC=1SC(=NN1)C1CCCCCC1)CC=O (2-[1-methyl-3-(5-cycloheptyl-1,3,4-thiadiazol-2-yl)-ureido] acetaldehyde). RXN SMILES: [CH:1]1([C:8]2[S:12][C:11]([N:13]=[C:14]=[O:15])=[N:10][N:9]=2)[CH2:7][CH2:6][CH2:5][CH2:4][CH2:3][CH2:2]1.C[CH:17]([NH2:20])[CH:18]=[O:19].[CH:21]1C=CC=CC=1>>[CH3:21][N:20]([CH2:17][CH:18]=[O:19])[C:14]([NH:13][C:11]1[S:12][C:8]([CH:1]2[CH2:2][CH2:3][CH2:4][CH2:5][CH2:6][CH2:7]2)=[N:9][N:10]=1)=[O:15]. Reported procedure: A mixture of 5-cycloheptyl-1,3,4-thiadiazol-2-yl isocyanate dimer (0.05 mole), the dimethyl acetal of 2-methyl-aminoacetaldehyde (0.1 mole) and benzene (60 ml) are charged into a glass reaction vessel equipped with a mechanical stirrer and reflux condenser. The reaction mixture is heated at reflux for a period of about 15 minutes. After this time the mixture is stripped of benzene under reduced pressure to yield a solid product as the residue. The residue is then recrystallized to yield the desi...